Dataset: the Open Reaction Database (ORD), a public repository of structured organic reaction records. Task: describe an organic reaction: reactants, conditions, products, and yield The reactants are BrBr, ClCCl, COc1ccc(CCO)cc1F, c1ccc(P(c2ccccc2)c2ccccc2)cc1, c1c[nH]cn1. Product: COc1ccc(CCBr)cc1F. RXN SMILES: [Br:25][Br:26].[Cl:39][CH2:40][Cl:41].[OH:27][CH2:28][CH2:29][c:30]1[cH:31][c:32]([F:38])[c:33]([O:36][CH3:37])[cH:34][cH:35]1.[c:1]1([P:2]([c:3]2[cH:4][cH:5][cH:6][cH:7][cH:8]2)[c:9]2[cH:10][cH:11][cH:12][cH:13][cH:14]2)[cH:15][cH:16][cH:17][cH:18][cH:19]1.[nH:20]1[cH:21][cH:22][n:23][cH:24]1>>[Br:25][CH2:28][CH2:29][c:30]1[cH:31][c:32]([F:38])[c:33]([O:36][CH3:37])[cH:34][cH:35]1. The reactants are BrCc1ccccc1, CC(C)(C)OC(=O)NC(CO)C(=O)O, O=C([O-])[O-], [Cs+], [Cs+], CN(C)C=O. The product is CC(C)(C)OC(=O)NC(CO)C(=O)OCc1ccccc1. As a reaction SMILES: [Br:15][CH2:16][c:17]1[cH:18][cH:19][cH:20][cH:21][cH:22]1.[C:1](=[O:2])([O:3][C:4]([CH3:5])([CH3:6])[CH3:7])[NH:8][CH:9]([CH2:10][OH:11])[C:12](=[O:13])[OH:14].[C:23](=[O:24])([O-:25])[O-:26].[Cs+:27].[Cs+:28].[O:29]=[CH:30][N:31]([CH3:32])[CH3:33]>>[C:1](=[O:2])([O:3][C:4]([CH3:5])([CH3:6])[CH3:7])[NH:8][CH:9]([CH2:10][OH:11])[C:12]([O:13][CH2:16][c:17]1[cH:18][cH:19][cH:20][cH:21][cH:22]1)=[O:14]. Starting materials: BrC=1C=C2C(=C(C=NC2=CC1)C(CC)=O)Cl (1-(6-bromo-4-chloroquinolin-3-yl)propan-1-one), Cl.Cl.CN([C@@H]1CC[C@H](CC1)N)C (trans-N1,N1-dimethylcyclohexane-1,4-diamine dihydrochloride). Product: BrC=1C=C2C(=C(C=NC2=CC1)C(CC)=O)N[C@@H]1CC[C@H](CC1)N(C)C (1-(6-bromo-4-((trans-4-(dimethylamino)cyclohexyl)amino)quinolin-3-yl)propan-1-one). Yield: 58.0%. As a reaction SMILES: [Br:1][C:2]1[CH:3]=[C:4]2[C:9](=[CH:10][CH:11]=1)[N:8]=[CH:7][C:6]([C:12](=[O:15])[CH2:13][CH3:14])=[C:5]2Cl.Cl.Cl.[CH3:19][N:20]([CH3:28])[C@H:21]1[CH2:26][CH2:25][C@H:24]([NH2:27])[CH2:23][CH2:22]1>>[Br:1][C:2]1[CH:3]=[C:4]2[C:9](=[CH:10][CH:11]=1)[N:8]=[CH:7][C:6]([C:12](=[O:15])[CH2:13][CH3:14])=[C:5]2[NH:27][C@H:24]1[CH2:25][CH2:26][C@H:21]([N:20]([CH3:28])[CH3:19])[CH2:22][CH2:23]1 |f:1.2.3|. Procedure: Following general procedure C, 1-(6-bromo-4-chloroquinolin-3-yl)propan-1-one (800 mg, 2.68 mmol) was reacted with trans-N1,N1-dimethylcyclohexane-1,4-diamine dihydrochloride (692 mg, 3.21 mmol) to afford the desired product (629 mg, 58%) as an off-white solid. 1H NMR (300 MHz, CDCl3) δ 10.77 (br d, J=8.1 Hz, 1H), 9.01 (s, 1H), 8.27 (d, J=2.0 Hz, 1H), 7.84-7.68 (m, 2H), 4.05-3.89 (m, 1H), 3.08 (q, J=7.2 Hz, 2H), 2.33 (s, 6H), 2.33-2.23 (m, 2H), 2.12-1.99 (m, 2H), 1.63-1.31 (m, 4H), 1.25 (t, J=7.2... Run at temperature -78 celsius, time 5 minute. Reactants: C(C)(C)OB1OC(C(O1)(C)C)(C)C (2-isopropoxy-4,4,5,5-tetramethyl-1,3,2-dioxaborolane), BrC=1C=CC(=NC1)C(C)(C)O[Si](C)(C)C(C)(C)C (5-bromo-2-(1-{[tert-butyl(dimethyl)silyl]oxy}-1-methylethyl)pyridine), C(CCC)[Li] (n-butyllithium). Procedure details: A solution of 5-bromo-2-(1-{[tert-butyl(dimethyl)silyl]oxy}-1-methylethyl)pyridine (1.63 g, 4.93 mmol) in THF (30 mL) was cooled to −78° C. followed by the addition of n-butyllithium (2.5 M in hexanes, 2.17 mL, 5.43 mmol). After 5 min at −78° C., 2-isopropoxy-4,4,5,5-tetramethyl-1,3,2-dioxaborolane (1.31 mL, 6.41 mmol) in THF (5.0 mL) was added dropwise, and the reaction was maintained at −78° C. for 10 min. The reaction was allowed to warm to room temperature, quenched with saturated NH4Cl, and... Solvent: C1CCOC1 (THF), C1CCOC1 (THF). Yields the product crude residue, [Si](C)(C)(C(C)(C)C)OC(C)(C)C1=NC=C(C=C1)B1OC(C(O1)(C)C)(C)C (2-(1-{[tert-Butyl(dimethyl)silyl]oxy}-1-methylethyl)-5-(4,4,5,5-tetramethyl-1,3,2-dioxaborolan-2-yl)pyridine). Yield: 0.0%. Reaction SMILES: Br[C:2]1[CH:3]=[CH:4][C:5]([C:8]([O:11][Si:12]([C:15]([CH3:18])([CH3:17])[CH3:16])([CH3:14])[CH3:13])([CH3:10])[CH3:9])=[N:6][CH:7]=1.C([Li])CCC.C(O[B:28]1[O:32][C:31]([CH3:34])([CH3:33])[C:30]([CH3:36])([CH3:35])[O:29]1)(C)C>C1COCC1>[Si:12]([O:11][C:8]([C:5]1[CH:4]=[CH:3][C:2]([B:28]2[O:32][C:31]([CH3:34])([CH3:33])[C:30]([CH3:36])([CH3:35])[O:29]2)=[CH:7][N:6]=1)([CH3:10])[CH3:9])([C:15]([CH3:18])([CH3:17])[CH3:16])([CH3:14])[CH3:13]. The reactants are C(C)(C)(C)OC(=O)N1CCN(CC1)C=1C2=C(N=C(N1)Cl)CCS2 (4-(2-Chloro-6,7-dihydro-thieno[3,2-d]pyrimidin-4-yl)-piperazine-1-carboxylic acid tert-butyl ester), [H][H] (hydrogen). The reagents and catalysts are [Ni] (Raney-nickel). The solvent is CO (methanol). Product: C(C)(C)(C)OC(=O)N1CCN(CC1)C=1C2=C(N=CN1)CCS2 (4-(6,7-Dihydro-thieno[3,2-d]pyrimidin-4-yl)-piperazine-1-carboxylic acid tert-butyl ester). The yield is 38.2%. Reaction SMILES: [C:1]([O:5][C:6]([N:8]1[CH2:13][CH2:12][N:11]([C:14]2[C:15]3[S:23][CH2:22][CH2:21][C:16]=3[N:17]=[C:18](Cl)[N:19]=2)[CH2:10][CH2:9]1)=[O:7])([CH3:4])([CH3:3])[CH3:2].[H][H]>CO.[Ni]>[C:1]([O:5][C:6]([N:8]1[CH2:9][CH2:10][N:11]([C:14]2[C:15]3[S:23][CH2:22][CH2:21][C:16]=3[N:17]=[CH:18][N:19]=2)[CH2:12][CH2:13]1)=[O:7])([CH3:4])([CH3:2])[CH3:3]. Procedure: 200 mg 4-(2-Chloro-6,7-dihydro-thieno[3,2-d]pyrimidin-4-yl)-piperazine-1-carboxylic acid tert-butyl ester and 200 mg Raney-nickel in 20 mL methanol was stirred at 65° C. for 10 h under 4 bar hydrogen atmosphere. The reaction was filtered and the filtrate was evaporated. The residue was purified by HPLC to give 69 mg of the desired product. (M+H)+: 323/324, Rt: 1.58 min (method AD) The reactants are C[Si](C)(C)C#CCCBr, C[Si](C)(C)C#CCCn1ncc2ccccc21, CC(C)=O, [K+], [K+], O=C([O-])[O-], O, c1ccc2[nH]ncc2c1. Product: C[Si](C)(C)C#CCCn1cc2ccccc2n1. Reaction SMILES: [Br:1][CH2:2][CH2:3][C:4]#[C:5][Si:6]([CH3:7])([CH3:8])[CH3:9].[CH3:25][Si:26]([CH3:27])([CH3:28])[C:29]#[C:30][CH2:31][CH2:32][n:33]1[c:34]2[c:35]([cH:36][cH:37][cH:38][cH:39]2)[cH:40][n:41]1.[CH3:42][C:43](=[O:44])[CH3:45].[K+:19].[K+:20].[O-:21][C:22]([O-:23])=[O:24].[OH2:46].[nH:10]1[n:11][cH:12][c:13]2[cH:14][cH:15][cH:16][cH:17][c:18]12>>[CH2:2]([CH2:3][C:4]#[C:5][Si:6]([CH3:7])([CH3:8])[CH3:9])[n:11]1[n:10][c:18]2[c:13]([cH:12]1)[cH:14][cH:15][cH:16][cH:17]2. The reactants are C1(=CC=CC=C1)C(C1=CC=2C(=CN=CC2)N1)=NOCCNC(OC(C)(C)C)=O (tert-Butyl 2-[[[phenyl(1H-pyrrolo[2,3-c]pyridin-2-yl)methylene]amino]oxy]ethylcarbamate), Cl (hydrogen chloride). The product is Cl.NCCON=C(C1=CC=2C(=CN=CC2)N1)C1=CC=CC=C1 (Phenyl(1H-pyrrolo[2,3-c]pyridin-2-yl)methanone O-(2-aminoethyl)oxime hydrochloride). Reaction SMILES: [C:1]1([C:7](=[N:17][O:18][CH2:19][CH2:20][NH:21]C(=O)OC(C)(C)C)[C:8]2[NH:16][C:11]3=[CH:12][N:13]=[CH:14][CH:15]=[C:10]3[CH:9]=2)[CH:6]=[CH:5][CH:4]=[CH:3][CH:2]=1.[ClH:29]>>[ClH:29].[NH2:21][CH2:20][CH2:19][O:18][N:17]=[C:7]([C:1]1[CH:6]=[CH:5][CH:4]=[CH:3][CH:2]=1)[C:8]1[NH:16][C:11]2=[CH:12][N:13]=[CH:14][CH:15]=[C:10]2[CH:9]=1 |f:2.3|. Procedure details: Phenyl(1H-pyrrolo[2,3-c]pyridin-2-yl)methanone O-(2-aminoethyl)oxime hydrochloride was prepared by treating tert-butyl 2-[[[phenyl(1H-pyrrolo[2,3-c]pyridin-2-yl)methylene]amino]oxy]ethylcarbamate (Example 60) with ethereal hydrogen chloride as an off-white solid (a mixture of isomers): mp 176-184° C. dec.; 1H NMR (500 MHz, CD3OD) δ 3.22 (2H, br s), 3.37 (2H, br s), 4.44-4.81 (2H, m), 6.68 (0.17H, s) 7.00 (0.83H, s), 7.37-7.54 (6H, m), 7.97-8.20 (1H, m), 8.96 (0.17H, br s), 9.14 (0.83H, br s); ES... Reactants: C1(=CC=CC=C1)[Si](OC(=O)C)(OC(=O)C)OC(=O)C (C6H5Si(OCOCH3)3), C(F)(F)(F)CC[Si](OC(=O)C)(OC(=O)C)OC(=O)C (CF3CH2CH2Si(OCOCH3)3). Product: C[Si](OC(=O)C)(OC(=O)C)OC(=O)C (CH3Si(OCOCH3)3). Reaction SMILES: [C:1]1([Si:7]([O:16][C:17]([CH3:19])=[O:18])([O:12][C:13]([CH3:15])=[O:14])[O:8][C:9]([CH3:11])=[O:10])C=CC=CC=1.C(CC[Si](OC(C)=O)(OC(C)=O)OC(C)=O)(F)(F)F>>[CH3:1][Si:7]([O:8][C:9]([CH3:11])=[O:10])([O:16][C:17]([CH3:19])=[O:18])[O:12][C:13]([CH3:15])=[O:14]. Procedure details: C6H5Si(OCOCH3)3; CF3CH2CH2Si(OCOCH3)3;